Dataset: the Open Reaction Database (ORD), a public repository of structured organic reaction records. Task: describe an organic reaction: reactants, conditions, products, and yield The reactants are FC(C(C(OC(C(OC(COCCOCCBr)(F)F)(F)F)(F)F)(F)F)(F)F)(C(F)(F)F)F (2-(2-(2-(2-(nonafluorobutoxy)tetrafluoroethoxy)-2,2-difluoroethoxy)ethoxy)ethyl bromide), C(CCCCC)OC=1C=NC(=NC1)C1=CC=C(C=C1)O (5-hexyloxy-2-(4-hydroxyphenyl)pyrimidine). Run in O (water). The product is C(CCCCC)OC=1C=NC(=NC1)C1=CC=C(C=C1)OCCOCCOCC(F)(F)OC(C(OC(C(C(C(F)(F)F)(F)F)(F)F)(F)F)(F)F)(F)F (5-Hexyloxy-2-[4-(2-(2-(2-(2-(nonafluorobutoxy)tetrafluoroethoxy)-2,2-difluoroethoxy)ethoxy)ethoxy)phenyl]pyrimidine). As a reaction SMILES: [F:1][C:2]([F:32])([C:28]([F:31])([F:30])[F:29])[C:3]([F:27])([F:26])[C:4]([F:25])([F:24])[O:5][C:6]([F:23])([F:22])[C:7]([F:21])([F:20])[O:8][C:9]([F:19])([F:18])[CH2:10][O:11][CH2:12][CH2:13][O:14][CH2:15][CH2:16]Br.[CH2:33]([O:39][C:40]1[CH:41]=[N:42][C:43]([C:46]2[CH:51]=[CH:50][C:49]([OH:52])=[CH:48][CH:47]=2)=[N:44][CH:45]=1)[CH2:34][CH2:35][CH2:36][CH2:37][CH3:38]>O>[CH2:33]([O:39][C:40]1[CH:45]=[N:44][C:43]([C:46]2[CH:47]=[CH:48][C:49]([O:52][CH2:16][CH2:15][O:14][CH2:13][CH2:12][O:11][CH2:10][C:9]([O:8][C:7]([F:21])([F:20])[C:6]([F:23])([F:22])[O:5][C:4]([F:25])([F:24])[C:3]([F:27])([F:26])[C:2]([F:32])([F:1])[C:28]([F:31])([F:30])[F:29])([F:19])[F:18])=[CH:50][CH:51]=2)=[N:42][CH:41]=1)[CH2:34][CH2:35][CH2:36][CH2:37][CH3:38]. Reported procedure: The title compound was prepared essentially as in Example 1 by combining 2-(2-(2-(2-(nonafluorobutoxy)tetrafluoroethoxy)-2,2-difluoroethoxy)ethoxy)ethyl bromide (7.7 g of 90% purity by gas chromatography 11.8 mmol) with 5-hexyloxy-2-(4-hydroxyphenyl)pyrimidine (3.0 g, 11.0 mmol). The resulting product was isolated by addition of water (50 mL) to the reaction mixture, followed by filtration and recrystallization from ethanol. The recrystallized precipitate was dried at about 130° C., and the resu... Starting materials: C(N)(=O)C1=C(C=2N(N=C1)C=C(C2)C=2OC(=NN2)SC)N[C@H]2C([C@@](CC2)(C)NC(OC(C)(C)C)=O)(C)C (tert-butyl ((1S,3R)-3-((3-carbamoyl-6-(5-(methylthio)-1,3,4-oxadiazol-2-yl)pyrrolo[1,2-b]pyridazin-4-yl)amino)-1,2,2-trimethylcyclopentyl)carbamate), OOS(=O)[O-].[K+] (oxone). The solvent is CC(=O)C (acetone), O (water), CCOC(=O)C (EtOAc). Run at time 2 hour. Yields the product C(N)(=O)C1=C(C=2N(N=C1)C=C(C2)C=2OC(=NN2)S(=O)C)N[C@H]2C([C@@](CC2)(C)NC(OC(C)(C)C)=O)(C)C (tert-butyl ((1S,3R)-3-((3-carbamoyl-6-(5-(methylsulfinyl)-1,3,4-oxadiazol-2-yl)pyrrolo[1,2-b]pyridazin-4-yl)amino)-1,2,2-trimethylcyclopentyl)carbamate). Yield: 22.5%. As a reaction SMILES: [C:1]([C:4]1[CH:9]=[N:8][N:7]2[CH:10]=[C:11]([C:13]3[O:14][C:15]([S:18][CH3:19])=[N:16][N:17]=3)[CH:12]=[C:6]2[C:5]=1[NH:20][C@@H:21]1[CH2:25][CH2:24][C@@:23]([NH:27][C:28](=[O:34])[O:29][C:30]([CH3:33])([CH3:32])[CH3:31])([CH3:26])[C:22]1([CH3:36])[CH3:35])(=[O:3])[NH2:2].[OH:37]OS([O-])=O.[K+]>CC(C)=O.O.CCOC(C)=O>[C:1]([C:4]1[CH:9]=[N:8][N:7]2[CH:10]=[C:11]([C:13]3[O:14][C:15]([S:18]([CH3:19])=[O:37])=[N:16][N:17]=3)[CH:12]=[C:6]2[C:5]=1[NH:20][C@@H:21]1[CH2:25][CH2:24][C@@:23]([NH:27][C:28](=[O:34])[O:29][C:30]([CH3:33])([CH3:32])[CH3:31])([CH3:26])[C:22]1([CH3:36])[CH3:35])(=[O:3])[NH2:2] |f:1.2|. Procedure: A solution of tert-butyl ((1S,3R)-3-((3-carbamoyl-6-(5-(methylthio)-1,3,4-oxadiazol-2-yl)pyrrolo[1,2-b]pyridazin-4-yl)amino)-1,2,2-trimethylcyclopentyl)carbamate (805 mg, 1.561 mmol) in acetone (16 mL) was added oxone (1.920 g, 3.12 mmol) in water (16.00 mL) and stirred for 2 hrs. The reaction mixture was diluted with 150 mL of EtOAc which was washed with 50 mL of 10% LiCl solution, 50 mL of brine and dried over Na2SO4. Filtration and concentration yielded a crude product which was purified on s... Procedure: To a solution of 3-cyclopropyl-4-fluorophenylamine (210 mg, 1.39 mmol) in DME (1.5 ml) was added caesium iodide (360 mg, 1.39 mmol), cuprous iodide (82 mg, 0.43 mmol), iodine (176 mg, 0.70 mmol) and isoamyl nitrite (1.11 ml, 8.34 mmol). The reaction mixture was heated to 60° C. for 2 h. The reaction mixture was cooled to RT and partitioned between pentane and sat. NH4Cl solution. The organic layer was separated, washed with 5% sodium thiosulfite and brine, dried (MgSO4), filtered and concentrate... Reaction conditions: temperature 60 celsius. RXN SMILES: [CH:1]1([C:4]2[CH:5]=[C:6](N)[CH:7]=[CH:8][C:9]=2[F:10])[CH2:3][CH2:2]1.[I-:12].[Cs+].II.N(OCCC(C)C)=O>COCCOC>[CH:1]1([C:4]2[CH:5]=[C:6]([I:12])[CH:7]=[CH:8][C:9]=2[F:10])[CH2:3][CH2:2]1 |f:1.2|. Yields the product C1(CC1)C1=C(C=CC(=C1)I)F (2-cyclopropyl-1-fluoro-4-iodobenzene). Starting materials: C1(CC1)C=1C=C(C=CC1F)N (3-cyclopropyl-4-fluorophenylamine), [I-].[Cs+] (caesium iodide), cuprous iodide, II (iodine), N(=O)OCCC(C)C (isoamyl nitrite). Yield: 71.9%. Run in COCCOC (DME). Starting materials: ClC1=NC=CC(=N1)C=C (2-Chloro-4-ethenylpyrimidine), NC=1C=C(C=C(C1)C)C1=CN=C(S1)N1CC(NCCC1)=O (4-[5-(3-amino-5-methylphenyl)-1,3-thiazol-2-yl]-1,4-diazepan-2-one), NC=1C=C(C=C(C1)C)C1=CN=C(S1)N1CC(NCCC1)=O (4-[5-(3-amino-5-methylphenyl)-1,3-thiazol-2-yl]-1,4-diazepan-2-one), C([O-])([O-])=O.[K+].[K+] (potassium carbonate), CC(C)C1=CC(=C(C(=C1)C(C)C)C2=C(C=CC=C2)P(C3CCCCC3)C4CCCCC4)C(C)C (XPhos). The reagents and catalysts are C=1C=CC(=CC1)/C=C/C(=O)/C=C/C2=CC=CC=C2.C=1C=CC(=CC1)/C=C/C(=O)/C=C/C2=CC=CC=C2.C=1C=CC(=CC1)/C=C/C(=O)/C=C/C2=CC=CC=C2.[Pd].[Pd] (Pd2(dba)3). Run at temperature 90 celsius. Yields the product C(=C)C1=NC(=NC=C1)NC=1C=C(C=C(C1)C)C1=CN=C(S1)N1CC(NCCC1)=O (4-(5-{3-[(4-ethenylpyrimidin-2-yl)amino]-5-methylphenyl}-1,3-thiazol-2-yl)-1,4-diazepan-2-one). The yield is 26.0%. As a reaction SMILES: Cl[C:2]1[N:7]=[C:6]([CH:8]=[CH2:9])[CH:5]=[CH:4][N:3]=1.[NH2:10][C:11]1[CH:12]=[C:13]([C:18]2[S:22][C:21]([N:23]3[CH2:29][CH2:28][CH2:27][NH:26][C:25](=[O:30])[CH2:24]3)=[N:20][CH:19]=2)[CH:14]=[C:15]([CH3:17])[CH:16]=1.C(=O)([O-])[O-].[K+].[K+].CC(C1C=C(C(C)C)C(C2C=CC=CC=2P(C2CCCCC2)C2CCCCC2)=C(C(C)C)C=1)C>C1C=CC(/C=C/C(/C=C/C2C=CC=CC=2)=O)=CC=1.C1C=CC(/C=C/C(/C=C/C2C=CC=CC=2)=O)=CC=1.C1C=CC(/C=C/C(/C=C/C2C=CC=CC=2)=O)=CC=1.[Pd].[Pd]>[CH:8]([C:6]1[CH:5]=[CH:4][N:3]=[C:2]([NH:10][C:11]2[CH:12]=[C:13]([C:18]3[S:22][C:21]([N:23]4[CH2:29][CH2:28][CH2:27][NH:26][C:25](=[O:30])[CH2:24]4)=[N:20][CH:19]=3)[CH:14]=[C:15]([CH3:17])[CH:16]=2)[N:7]=1)=[CH2:9] |f:2.3.4,6.7.8.9.10|. Procedure details: 2-Chloro-4-ethenylpyrimidine (250 mg, 1.78 mmol), 4-[5-(3-amino-5-methylphenyl)-1,3-thiazol-2-yl]-1,4-diazepan-2-one (Intermediate XX, 538 mg, 1.78 mmol), potassium carbonate (490 mg, 3.56 mmol), Pd2(dba)3 (163 mg, 0.18 mmol), and XPhos (420 mg, 0.89 mmol) were added to an oven-dried vessel which was purged and flushed with argon. t-Amyl alcohol (5 ml) was added and the reaction mixture was heated at 90° C. for 18 h. The mixture was then cooled to room temperature, diluted with water and brine a... The reactants are CC(C)CCC[C@@H](C)[C@H]1CC[C@H]2[C@@H]3CC=C4C[C@@H](O)CC[C@]4(C)[C@H]3CC[C@]12C.C(CN)N.C1=CC=NC(=C1)SSC2=CC=CC=N2 (cholesterol ethylenediamine 2,2′-dipyridyldisulfide), N=C1SCCC1 (2-iminothiolane), CC(C)CCC[C@@H](C)[C@H]1CC[C@H]2[C@@H]3CC=C4C[C@@H](O)CC[C@]4(C)[C@H]3CC[C@]12C.C(CN)N (cholesterol ethylenediamine), CC(C)CCC[C@@H](C)[C@H]1CC[C@H]2[C@@H]3CC=C4C[C@@H](O)CC[C@]4(C)[C@H]3CC[C@]12C.C(CN)N (cholesterol ethylenediamine), C(C)(C)N(CC)C(C)C (diisopropylethylamine), C1=CC=NC(=C1)SSC2=CC=CC=N2 (2,2′-dipyridyl disulfide). Solvent: CO (methanol), C(Cl)Cl (DCM), CO (methanol). Conditions: time 8 hour. Product: CC(C)CCC[C@@H](C)[C@H]1CC[C@H]2[C@@H]3CC=C4C[C@@H](O)CC[C@]4(C)[C@H]3CC[C@]12C.C(C)NC(=N)CCCSSC1=NC=CC=C1 (Cholesterol ethylamidinopropyl-pyridyldisulfide). RXN SMILES: [CH3:1][CH:2]([CH2:4][CH2:5][CH2:6][C@H:7]([C@@H:9]1[C@:27]2([CH3:28])[C@H:12]([C@H:13]3[C@H:24]([CH2:25][CH2:26]2)[C@:22]2([CH3:23])[C:16]([CH2:17][C@H:18]([CH2:20][CH2:21]2)[OH:19])=[CH:15][CH2:14]3)[CH2:11][CH2:10]1)[CH3:8])[CH3:3].[CH2:29]([NH2:32])[CH2:30]N.C1[CH:38]=[C:37]([S:39][S:40]C2N=CC=CC=2)N=CC=1.[CH:47]([N:50](C(C)C)CC)(C)[CH3:48].[NH:56]=C1CCCS1.CC(CCC[C@H]([C@@H]1[C@]2(C)[C@H]([C@H]3[C@H](CC2)[C@]2(C)C(C[C@H](CC2)O)=CC3)CC1)C)C.C(N)CN.C1C=C(SSC2N=CC=CC=2)N=CC=1>C(Cl)Cl.CO>[CH3:3][CH:2]([CH2:4][CH2:5][CH2:6][C@H:7]([C@@H:9]1[C@:27]2([CH3:28])[C@H:12]([C@H:13]3[C@H:24]([CH2:25][CH2:26]2)[C@:22]2([CH3:23])[C:16]([CH2:17][C@H:18]([CH2:20][CH2:21]2)[OH:19])=[CH:15][CH2:14]3)[CH2:11][CH2:10]1)[CH3:8])[CH3:1].[CH2:47]([NH:50][C:29]([CH2:30][CH2:38][CH2:37][S:39][S:40][C:24]1[CH:25]=[CH:26][CH:27]=[CH:28][N:56]=1)=[NH:32])[CH3:48] |f:0.1,5.6.7,10.11|. Reported procedure: Pure cholesterol-ethylenediamine (10 mmol) was dissolved in 300 mL of DCM. 100 mmol of 2,2′-dipyridyl disulfide was dissolved in 100 mL of methanol and added to the cholesterol-ethylenediamine solution plus 20 mmol of diisopropylethylamine. 15 mmol of 2-iminothiolane was dissolved in 50 mL of methanol and then drop-wise added to the cholesterol-ethylenediamine/2,2′-dipyridyldisulfide solution over 30 minutes at R.T. Following an overnight R.T. stir, organic solvent was roto-evaporated away using...